Dataset: the Open Reaction Database (ORD), a public repository of structured organic reaction records. Task: describe an organic reaction: reactants, conditions, products, and yield Reactants: O=Cc1ccc(Br)cc1, IC(I)I, [Cl-], [Cl-], [Cr+2], C1CCOC1. The product is Brc1ccc(C=CI)cc1. Reaction SMILES: [Br:1][c:2]1[cH:3][cH:4][c:5]([CH:6]=[O:7])[cH:8][cH:9]1.[CH:10]([I:11])([I:12])[I:13].[Cl-:19].[Cl-:21].[Cr+2:20].[O:14]1[CH2:15][CH2:16][CH2:17][CH2:18]1>>[Br:1][c:2]1[cH:3][cH:4][c:5]([CH:6]=[CH:10][I:11])[cH:8][cH:9]1. Reactants: CCN(C(C)C)C(C)C (DIPEA), C(C1=CC=CC=C1)OC(=O)Cl (benzylchloroformate), C(N)(=O)C1NCCC(C1)[C@H](CC)NC(O)=O ([(S)-1-(2-carbamoyl-piperidin-4-yl)-propyl]-carbamic acid), butyl ester, C(Cl)Cl (methylene chloride), ClCCl (dichloromethane). Run at time 1 hour. The product is C(C1=CC=CC=C1)OC(=O)N1C(CC(CC1)[C@H](CC)NC(=O)OC(C)(C)C)C(N)=O (4-((S)-1-tert-butoxycarbonylamino-propyl)-2-carbamoyl-piperidine-1-carboxylic acid benzyl ester). As a reaction SMILES: [C:1]([CH:4]1[CH2:9][CH:8]([C@@H:10]([NH:13][C:14](=[O:16])[OH:15])[CH2:11][CH3:12])[CH2:7][CH2:6][NH:5]1)(=[O:3])[NH2:2].CCN([CH:23]([CH3:25])[CH3:24])C(C)C.[CH2:26]([O:33][C:34](Cl)=[O:35])[C:27]1[CH:32]=[CH:31][CH:30]=[CH:29][CH:28]=1.[CH2:37](Cl)Cl>>[CH2:26]([O:33][C:34]([N:5]1[CH2:6][CH2:7][CH:8]([C@@H:10]([NH:13][C:14]([O:15][C:23]([CH3:24])([CH3:25])[CH3:37])=[O:16])[CH2:11][CH3:12])[CH2:9][CH:4]1[C:1](=[O:3])[NH2:2])=[O:35])[C:27]1[CH:32]=[CH:31][CH:30]=[CH:29][CH:28]=1. Procedure details: To a chilled (0° C.) solution of [(S)-1-(2-carbamoyl-piperidin-4-yl)-propyl]-carbamic acid tent-butyl ester (780 mg, 2.73 mmol) in methylene chloride (25 mL) was added DIPEA (0.41 mL, 2.9 mmol) followed by benzylchloroformate (723 μL, 4.1 mmol). After 1 hour, the reaction was diluted with dichloromethane (200 mL), washed with saturated ammonium chloride, brine, dried over sodium sulfate, filtered and concentrated to afford 4-((S)-1-tert-butoxycarbonylamino-propyl)-2-carbamoyl-piperidine-1-carbox...